From a dataset of the Open Reaction Database (ORD), a public repository of structured organic reaction records. describe an organic reaction: reactants, conditions, products, and yield Starting materials: COc1ccc(C(F)(F)F)cc1N1C(c2ccc(-c3cccc(C)c3)cc2)=Nc2c(F)cccc2C1C(C)C(=O)[O-], [Na+], C1COCCO1, [OH-]. The product is COc1ccc(C(F)(F)F)cc1N1C(c2ccc(-c3cccc(C)c3)cc2)=Nc2c(F)cccc2C1CC(=O)O. RXN SMILES: [CH3:1][CH:2]([C:3](=[O:4])[O-:5])[CH:6]1[N:7]([c:30]2[c:31]([O:40][CH3:41])[cH:32][cH:33][c:34]([C:36]([F:37])([F:38])[F:39])[cH:35]2)[C:8]([c:17]2[cH:18][cH:19][c:20](-[c:23]3[cH:24][c:25]([CH3:29])[cH:26][cH:27][cH:28]3)[cH:21][cH:22]2)=[N:9][c:10]2[c:11]([F:16])[cH:12][cH:13][cH:14][c:15]21.[Na+:43].[O:44]1[CH2:45][CH2:46][O:47][CH2:48][CH2:49]1.[OH-:42]>>[CH2:2]([C:3](=[O:4])[OH:5])[CH:6]1[N:7]([c:30]2[c:31]([O:40][CH3:41])[cH:32][cH:33][c:34]([C:36]([F:37])([F:38])[F:39])[cH:35]2)[C:8]([c:17]2[cH:18][cH:19][c:20](-[c:23]3[cH:24][c:25]([CH3:29])[cH:26][cH:27][cH:28]3)[cH:21][cH:22]2)=[N:9][c:10]2[c:11]([F:16])[cH:12][cH:13][cH:14][c:15]21. RXN SMILES: [CH3:1][O:2][C:3]1[CH:8]=[CH:7][C:6]([CH2:9][CH2:10][CH2:11][CH2:12][C:13]#[C:14][Si](C)(C)C)=[CH:5][CH:4]=1.[OH-].[Na+]>CO>[CH2:9]([C:6]1[CH:5]=[CH:4][C:3]([O:2][CH3:1])=[CH:8][CH:7]=1)[CH2:10][CH2:11][CH2:12][C:13]#[CH:14] |f:1.2|. Conditions: time 2 hour. Yield: 77.7%. Product: C(CCCC#C)C1=CC=C(C=C1)OC (1-Hex-5-ynyl-4-methoxy-benzene). Run in CO (methanol). Reactants: COC1=CC=C(C=C1)CCCCC#C[Si](C)(C)C ([6-(4-methoxy-phenyl)-hex-1-ynyl]-trimethyl-silane), [OH-].[Na+] (NaOH). Reported procedure: A mixture of 3.20 g (12.3 mmol) [6-(4-methoxy-phenyl)-hex-1-ynyl]-trimethyl-silane, 50 ml methanol and 12.3 ml (24.6 mmol) 2N NaOH was stirred for 2 h at r.t. After neutralization with 13 ml 2N HCl methanol was distilled off and the aqueous phase extracted with diethyl ether. Drying (Na2SO4) and removal of solvents in vacuo gave 1.80 g (78%) of the title compound. Starting materials: CC(=O)OC1CC2=CC(O)C3C4CCC(C(C)C5OCC(C)(C)CO5)C4(C)CCC3C2(C)C2OC12, CC(=O)OC1CC2=CC=C3C4CCC(C(C)C5OCC(C)(C)CO5)C4(C)CCC3C2(C)C2OC12. Product: CC(C1OCC(C)(C)CO1)C1CCC2C3C(O)C=C4CC(O)C5OC5C4(C)C3CCC12C. Reaction SMILES: [C:1](=[O:2])([CH3:3])[O:4][CH:5]1[CH2:6][C:7]2=[CH:8][CH:9]([OH:35])[CH:10]3[CH:11]4[CH2:12][CH2:13][CH:14]([CH:15]([CH3:16])[CH:17]5[O:18][CH2:19][C:20]([CH3:23])([CH3:24])[CH2:21][O:22]5)[C:25]4([CH3:34])[CH2:26][CH2:27][CH:28]3[C:29]2([CH3:33])[CH:30]2[CH:31]1[O:32]2.[C:36]([O:37][CH:38]1[CH:39]2[O:40][CH:41]2[C:42]2([CH3:43])[C:44](=[CH:45][CH:46]=[C:47]3[CH:48]2[CH2:49][CH2:50][C:51]2([CH3:52])[CH:53]3[CH2:54][CH2:55][CH:56]2[CH:57]([CH:58]2[O:59][CH2:60][C:61]([CH3:62])([CH3:63])[CH2:64][O:65]2)[CH3:66])[CH2:67]1)(=[O:68])[CH3:69]>>[OH:4][CH:5]1[CH2:6][C:7]2=[CH:8][CH:9]([OH:35])[CH:10]3[CH:11]4[CH2:12][CH2:13][CH:14]([CH:15]([CH3:16])[CH:17]5[O:18][CH2:19][C:20]([CH3:23])([CH3:24])[CH2:21][O:22]5)[C:25]4([CH3:34])[CH2:26][CH2:27][CH:28]3[C:29]2([CH3:33])[CH:30]2[CH:31]1[O:32]2. Product: CCOC(=O)C1CCC(O)(c2ncc(Br)s2)CC1C. Reactants: CCOC(=O)C1CCC(O)(c2nccs2)CC1C, CCOC(C)=O, O=C1CCC(=O)N1Br, CN(C)C=O, O. Reaction SMILES: [CH2:1]([CH3:2])[O:3][C:4](=[O:5])[CH:6]1[CH:7]([CH3:18])[CH2:8][C:9]([c:12]2[s:13][cH:14][cH:15][n:16]2)([OH:17])[CH2:10][CH2:11]1.[CH3:28][CH2:29][O:30][C:31]([CH3:32])=[O:33].[O:19]=[C:20]1[N:21]([Br:26])[C:22](=[O:23])[CH2:24][CH2:25]1.[O:34]=[CH:35][N:36]([CH3:37])[CH3:38].[OH2:27]>>[CH2:1]([CH3:2])[O:3][C:4](=[O:5])[CH:6]1[CH:7]([CH3:18])[CH2:8][C:9]([c:12]2[s:13][c:14]([Br:26])[cH:15][n:16]2)([OH:17])[CH2:10][CH2:11]1.